The task is: describe an organic reaction: reactants, conditions, products, and yield. This data is from the Open Reaction Database (ORD), a public repository of structured organic reaction records. Reactants: OC(CCCCCCC(=O)OC)C=1OC=CC1 (2-(1-hydroxy-7-methoxycarbonylheptyl)-furan), O (water), mixture. Reagents/catalysts: P(O)(O)(O)=O.P(=O)(O)([O-])[O-].[K+].[K+] (potassium monohydrogen phosphate-phosphoric acid). Product: OC1C(C(C=C1)=O)CCCCCCC(=O)OC (3-hydroxy-2-(6-methoxycarbonylhexyl)-4-cyclopentenone). Yield: 80.7%. RXN SMILES: O[CH:2]([C:13]1[O:14][CH:15]=[CH:16][CH:17]=1)[CH2:3][CH2:4][CH2:5][CH2:6][CH2:7][CH2:8][C:9]([O:11][CH3:12])=[O:10].[OH2:18]>P(=O)(O)(O)O.P([O-])([O-])(O)=O.[K+].[K+]>[OH:14][CH:15]1[CH:16]=[CH:17][C:13](=[O:18])[CH:2]1[CH2:3][CH2:4][CH2:5][CH2:6][CH2:7][CH2:8][C:9]([O:11][CH3:12])=[O:10] |f:2.3.4.5|. Reported procedure: Into a four necked-flask equipped with a stirrer and a thermometer, 2-(1-hydroxy-7-methoxycarbonylheptyl)-furan 114 g), water (4560 g) and potassium monohydrogen phosphate-phosphoric acid buffer (3.8 g) were charged, and the resulting mixture (pH 4.2) was stirred at 100° C. under nitrogen stream until the starting compound was consumed perfectly. The reaction mixture was cooled and extracted with methylisobutylketone (600 ml) two times. The extracts were combined together and concentrated under ... Starting materials: OCCOCCO (HO(CH2)2O(CH2)2OH), [OH-].[K+] (potassium hydroxide), S(=O)(=O)(C1=CC=C(C)C=C1)OC(C)COCC1=CC=CC=C1 (TsOCH(CH3)CH2OCH2Ph), O (water), [OH-].[K+] (potassium hydroxide). Solvent: O1CCOCC1 (dioxane), O1CCOCC1 (dioxane). Run at temperature 63 celsius, time 13.5 hour. Product: OCCOCCOC(C)COCC1=CC=CC=C1 (HO(CH2)2O(CH2)2OCH(CH3)CH2OCH2Ph). Isolated yield 36.7%. RXN SMILES: [OH:1][CH2:2][CH2:3][O:4][CH2:5][CH2:6][OH:7].[OH-].[K+].S(O[CH:21]([CH2:23][O:24][CH2:25][C:26]1[CH:31]=[CH:30][CH:29]=[CH:28][CH:27]=1)[CH3:22])(C1C=CC(C)=CC=1)(=O)=O.O>O1CCOCC1>[OH:1][CH2:2][CH2:3][O:4][CH2:5][CH2:6][O:7][CH:21]([CH2:23][O:24][CH2:25][C:26]1[CH:31]=[CH:30][CH:29]=[CH:28][CH:27]=1)[CH3:22] |f:1.2|. Procedure: HO(CH2)2O(CH2)2OH (21.2 g), potassium hydroxide (11.2 g) and dioxane (100 ml) were charged into a four necked flask and heated to an internal temperature of 63° C. to dissolve potassium hydroxide. A solution obtained by dissolving 32.0 g of TsOCH(CH3)CH2OCH2Ph obtained in Example 2-1 in dioxane (50 ml), was dropwise added over a period of 30 minutes, and while maintaining the internal temperature within a range of from 60 to 100° C., stirring was continued for 13.5 hours. The mixture was left to... Reactants: O, O=C(O)CC(=O)O, OCC(Cl)(Cl)Cl, Cc1ccc(S(=O)(=O)O)cc1, c1ccccc1. Product: O=C(O)CC(=O)OCC(Cl)(Cl)Cl. Reaction SMILES: [OH2:14].[OH:1][C:2](=[O:3])[CH2:4][C:5]([OH:6])=[O:7].[OH:8][CH2:9][C:10]([Cl:11])([Cl:12])[Cl:13].[c:15]1([CH3:16])[cH:17][cH:18][c:19]([S:20]([OH:21])(=[O:22])=[O:23])[cH:24][cH:25]1.[cH:26]1[cH:27][cH:28][cH:29][cH:30][cH:31]1>>[OH:1][C:2](=[O:3])[CH2:4][C:5]([O:6][CH2:9][C:10]([Cl:11])([Cl:12])[Cl:13])=[O:7]. Reactants: CC(C)(C)OC(=O)N1CCc2ccc(O)cc2CC1, CN(C)C=O, COC(=O)c1cnc(Cl)cn1, [H-], [Na+]. Yields the product COC(=O)c1cnc(Oc2ccc3c(c2)CCN(C(=O)OC(C)(C)C)CC3)cn1. As a reaction SMILES: [C:3]([CH3:4])([CH3:5])([CH3:6])[O:7][C:8](=[O:9])[N:10]1[CH2:11][CH2:12][c:13]2[c:14]([cH:17][c:18]([OH:21])[cH:19][cH:20]2)[CH2:15][CH2:16]1.[CH3:33][N:34]([CH3:35])[CH:36]=[O:37].[Cl:22][c:23]1[n:24][cH:25][c:26]([C:29](=[O:30])[O:31][CH3:32])[n:27][cH:28]1.[H-:1].[Na+:2]>>[C:3]([CH3:4])([CH3:5])([CH3:6])[O:7][C:8](=[O:9])[N:10]1[CH2:11][CH2:12][c:13]2[c:14]([cH:17][c:18]([O:21][c:23]3[n:24][cH:25][c:26]([C:29](=[O:30])[O:31][CH3:32])[n:27][cH:28]3)[cH:19][cH:20]2)[CH2:15][CH2:16]1.